This data is from the Open Reaction Database (ORD), a public repository of structured organic reaction records. The task is: describe an organic reaction: reactants, conditions, products, and yield Starting materials: ClC1=C(C=O)C=CC(=C1O)OC (2-chloro-3-hydroxy-4-methoxybenzaldehyde), C(C1=CC=CC=C1)Cl (benzyl chloride), [Na] (sodium), C([O-])([O-])=O.[K+].[K+] (potassium carbonate). The solvent is C(C)O (ethanol), O (water). Product: ClC1=C(C=O)C=CC(=C1OCC1=CC=CC=C1)OC (2-chloro-3-benzyloxy-4-methoxybenzaldehyde). RXN SMILES: [Cl:1][C:2]1[C:9]([OH:10])=[C:8]([O:11][CH3:12])[CH:7]=[CH:6][C:3]=1[CH:4]=[O:5].[CH2:13](Cl)[C:14]1[CH:19]=[CH:18][CH:17]=[CH:16][CH:15]=1.[Na].C(=O)([O-])[O-].[K+].[K+]>C(O)C.O>[Cl:1][C:2]1[C:9]([O:10][CH2:13][C:14]2[CH:19]=[CH:18][CH:17]=[CH:16][CH:15]=2)=[C:8]([O:11][CH3:12])[CH:7]=[CH:6][C:3]=1[CH:4]=[O:5] |f:3.4.5,^1:20|. Procedure: A mixture of 78 g of 2-chloro-3-hydroxy-4-methoxybenzaldehyde, 60.7 g of benzyl chloride, 3.9 g of sodium jodide, 74.6 g of potassium carbonate in 0.5 l of 95% ethanol was refluxed for 2 hours. After cooling the mixture was poured in water, the separated product was filtered and then recrystallized from absolute ethanol. 2-chloro-3-benzyloxy-4-methoxybenzaldehyde was obtained, m.p. 86°-88° C. The reactants are CCOC(=O)OCCOC(=O)C(OCc1ccc(OC)cc1)C(C)(C)COS(=O)(=O)CCCCl, N#CC1=C(C#N)C(=O)C(Cl)=C(Cl)C1=O, ClCCl, O. The product is CCOC(=O)OCCOC(=O)C(O)C(C)(C)COS(=O)(=O)CCCCl. Reaction SMILES: [Cl:1][CH2:2][CH2:3][CH2:4][S:5](=[O:6])(=[O:7])[O:8][CH2:9][C:10]([CH:11]([C:12](=[O:13])[O:14][CH2:15][CH2:16][O:17][C:18](=[O:19])[O:20][CH2:21][CH3:22])[O:23][CH2:24][c:25]1[cH:26][cH:27][c:28]([O:29][CH3:30])[cH:31][cH:32]1)([CH3:33])[CH3:34].[Cl:35][C:36]1=[C:47]([Cl:48])[C:45](=[O:46])[C:42]([C:43]#[N:44])=[C:39]([C:40]#[N:41])[C:37]1=[O:38].[Cl:49][CH2:50][Cl:51].[OH2:52]>>[Cl:1][CH2:2][CH2:3][CH2:4][S:5](=[O:6])(=[O:7])[O:8][CH2:9][C:10]([CH:11]([C:12](=[O:13])[O:14][CH2:15][CH2:16][O:17][C:18](=[O:19])[O:20][CH2:21][CH3:22])[OH:23])([CH3:33])[CH3:34]. Starting materials: O=C([O-])O, COCCOC, NSc1nc(-c2ccccc2Cl)ns1, O=C(OO)c1cccc(Cl)c1, [Na+]. Product: NS(=O)c1nc(-c2ccccc2Cl)ns1. As a reaction SMILES: [C:26](=[O:27])([OH:28])[O-:29].[CH3:31][O:32][CH2:33][CH2:34][O:35][CH3:36].[Cl:12][c:13]1[c:14](-[c:19]2[n:20][s:21][c:22]([S:24][NH2:25])[n:23]2)[cH:15][cH:16][cH:17][cH:18]1.[Cl:1][c:2]1[cH:3][c:4]([C:9](=[O:6])[O:10][OH:11])[cH:5][cH:7][cH:8]1.[Na+:30]>>[O:6]=[S:24]([c:22]1[s:21][n:20][c:19](-[c:14]2[c:13]([Cl:12])[cH:18][cH:17][cH:16][cH:15]2)[n:23]1)[NH2:25]. Reactants: C1(=CC=CC=C1)C(C(=O)O[C@H]1CN2CCC1CC2)NS(=O)(=O)CC2=CC=CC=C2 ((R)-quinuclidin-3-yl 2-phenyl-2-(phenylmethylsulfonamido)-acetate), BrCC(=O)C1=CC=CC=C1 (2-bromo-1-phenylethanone). Solvent: CCOC(=O)C (EtOAc). Conditions: time 1 hour. Product: [Br-].O=C(C[N+]12C[C@@H](C(CC1)CC2)OC(C(NS(=O)(=O)CC2=CC=CC=C2)C2=CC=CC=C2)=O)C2=CC=CC=C2 ((3R)-1-(2-oxo-2-phenylethyl)-3-(2-phenyl-2-(phenylmethylsulfonamido)acetoxy)-1-azoniabicyclo[2.2.2]octane bromide). Isolated yield 81.5%. As a reaction SMILES: [C:1]1([CH:7]([NH:19][S:20]([CH2:23][C:24]2[CH:29]=[CH:28][CH:27]=[CH:26][CH:25]=2)(=[O:22])=[O:21])[C:8]([O:10][C@@H:11]2[CH:16]3[CH2:17][CH2:18][N:13]([CH2:14][CH2:15]3)[CH2:12]2)=[O:9])[CH:6]=[CH:5][CH:4]=[CH:3][CH:2]=1.[Br:30][CH2:31][C:32]([C:34]1[CH:39]=[CH:38][CH:37]=[CH:36][CH:35]=1)=[O:33]>CCOC(C)=O>[Br-:30].[O:33]=[C:32]([C:34]1[CH:39]=[CH:38][CH:37]=[CH:36][CH:35]=1)[CH2:31][N+:13]12[CH2:18][CH2:17][CH:16]([CH2:15][CH2:14]1)[C@@H:11]([O:10][C:8](=[O:9])[CH:7]([C:1]1[CH:2]=[CH:3][CH:4]=[CH:5][CH:6]=1)[NH:19][S:20]([CH2:23][C:24]1[CH:25]=[CH:26][CH:27]=[CH:28][CH:29]=1)(=[O:22])=[O:21])[CH2:12]2 |f:3.4|. Procedure: To a solution of (R)-quinuclidin-3-yl 2-phenyl-2-(phenylmethylsulfonamido)-acetate (C80) (41 mg, 0.10 mmol) in EtOAc (2 ml), was added 2-bromo-1-phenylethanone (21.7 mg, 0.11 mmol), and the reaction was stirred at RT for 1 hour. The solvent was evaporated, and the crude was triturated with Et2O to obtain (3R)-1-(2-oxo-2-phenylethyl)-3-(2-phenyl-2-(phenylmethylsulfonamido)acetoxy)-1-azoniabicyclo[2.2.2]octane bromide (50 mg; 82% yield). Starting materials: dimethyl acetal, ClC(C=O)COC (2-chloro-3-methoxypropionaldehyde), BrCCCN (γ-Bromopropylamine). Solvent: C1(=CC=CC=C1)C (toluene). Run at time 15 minute. The product is dimethyl acetal, BrCCCNC(C=O)COC (2-γ-bromopropylamino-3-methoxypropionaldehyde). RXN SMILES: Cl[CH:2]([CH2:5][O:6][CH3:7])[CH:3]=[O:4].[Br:8][CH2:9][CH2:10][CH2:11][NH2:12]>C1(C)C=CC=CC=1>[Br:8][CH2:9][CH2:10][CH2:11][NH:12][CH:2]([CH2:5][O:6][CH3:7])[CH:3]=[O:4]. Procedure: The dimethyl acetal of 2-chloro-3-methoxypropionaldehyde (0.1 mole) and toluene (75 ml) are charged into a glass reaction vessel equipped with a mechanical stirrer, thermometer and reflux condenser. γ-Bromopropylamine (0.22 mole) is added to the reaction mixture with stirring at room temperature. Stirring is continued for a period of about 15 minutes. After this time the reaction mixture is heated at reflux for a period of about 1 hour. The reaction mixture is then cooled to room temperature and... Starting materials: FC1=CC=C(C=C1)C=CC1=C(C=C(C(=O)OC)C=C1)C(=O)OC (methyl 4-[2-(4-fluorophenyl)ethenyl]-3-methoxycarbonylbenzoate). Reagents/catalysts: [Pd] (palladium on carbon). Run in C(C)(=O)OCC (ethyl acetate). Run at time 6 hour. Product: FC1=CC=C(CCC2=C(C=C(C(=O)OC)C=C2)C(=O)OC)C=C1 (methyl 4-(4-fluorophenethyl)-3-methoxycarbonylbenzoate). The yield is 96.3%. As a reaction SMILES: [F:1][C:2]1[CH:7]=[CH:6][C:5]([CH:8]=[CH:9][C:10]2[CH:19]=[CH:18][C:13]([C:14]([O:16][CH3:17])=[O:15])=[CH:12][C:11]=2[C:20]([O:22][CH3:23])=[O:21])=[CH:4][CH:3]=1>[Pd].C(OCC)(=O)C>[F:1][C:2]1[CH:3]=[CH:4][C:5]([CH2:8][CH2:9][C:10]2[CH:19]=[CH:18][C:13]([C:14]([O:16][CH3:17])=[O:15])=[CH:12][C:11]=2[C:20]([O:22][CH3:23])=[O:21])=[CH:6][CH:7]=1. Procedure: A mixture of methyl 4-[2-(4-fluorophenyl)ethenyl]-3-methoxycarbonylbenzoate (56.75 g, 180.6 mrol), ethyl acetate (900 ml), 10% palladium on carbon (6 g) was stirred under an hydrogen atmosphere for 6 hours. The catalyst was filtered and replaced with fresh catalyst (6 g). The reaction was then stirred under an hydrogen atmosphere for 16 hours. The catalyst was filtered and the filtrate evaporated to dryness to give, as a colourless gum, methyl 4-(4-fluorophenethyl)-3-methoxycarbonylbenzoate (55....